Dataset: the Open Reaction Database (ORD), a public repository of structured organic reaction records. Task: describe an organic reaction: reactants, conditions, products, and yield Reactants: C(C)(=O)O (Acetic acid), NC(CCN1C(=CC2=CC=C(C=C12)C(=O)O)C(=O)O)(C)C (1-(3-Amino-3-methylbutyl)-1H-indole-2,6-dicarboxylic acid), C(=O)(N1C=NC=C1)N1C=NC=C1 (1,1′-carbonyldiimidazole), N12CCCCCC2=NCCC1 (1,8-diazabicyclo[5.4.0] undec-7-ene). Solvent: O (water), C1CCOC1 (THF). Reaction conditions: time 2 hour. Yields the product CC1(NC(C=2N(C=3C=C(C=CC3C2)C(=O)O)CC1)=O)C (3,3-dimethyl-1-oxo-2,3,4,5-tetrahydro-1H-[1,4]diazepino[1,2-a]indole-8-carboxylic acid). Isolated yield 16.0%. RXN SMILES: [NH2:1][C:2]([CH3:21])([CH3:20])[CH2:3][CH2:4][N:5]1[C:13]2[C:8](=[CH:9][CH:10]=[C:11]([C:14]([OH:16])=[O:15])[CH:12]=2)[CH:7]=[C:6]1[C:17](O)=[O:18].C(N1C=CN=C1)(N1C=CN=C1)=O.N12CCCN=C1CCCCC2.C(O)(=O)C>C1COCC1.O>[CH3:20][C:2]1([CH3:21])[CH2:3][CH2:4][N:5]2[C:13]3[CH:12]=[C:11]([C:14]([OH:16])=[O:15])[CH:10]=[CH:9][C:8]=3[CH:7]=[C:6]2[C:17](=[O:18])[NH:1]1. Procedure details: To a solution of the crude 1-(3-Amino-3-methylbutyl)-1H-indole-2,6-dicarboxylic acid from the preceding step in THF (9.0 mL) is added 1,1′-carbonyldiimidazole (162 mg, 0.90 mmol) followed by 1,8-diazabicyclo[5.4.0] undec-7-ene (0.14 mL, 0.90 mmol). The mixture is stirred at room temperature for 2 h. Acetic acid (0.3 mL) and water (50 mL) are added and the mixture is extracted with EtOAc. The organic layers are dried (Na2SO4) and concentrated. The crude compound is purified by flash column chroma... Starting materials: C(C)(=O)OC=1C=C(C=C2C=NN(C12)C1OCCCC1)C(=O)OCC (Ethyl 7-(acetyloxy)-1-(tetrahydro-2H-pyran-2-yl)-1H-indazole-5-carboxylate), C(=O)([O-])[O-].[K+].[K+] (K2CO3). Solvent: CCO (EtOH). Yields the product OC=1C=C(C=C2C=NN(C12)C1OCCCC1)C(=O)OCC (ethyl 7-hydroxy-1-(tetrahydro-2H-pyran-2-yl)-1H-indazole-5-carboxylate). Yield: 76.5%. RXN SMILES: C([O:4][C:5]1[CH:6]=[C:7]([C:20]([O:22][CH2:23][CH3:24])=[O:21])[CH:8]=[C:9]2[C:13]=1[N:12]([CH:14]1[CH2:19][CH2:18][CH2:17][CH2:16][O:15]1)[N:11]=[CH:10]2)(=O)C.C([O-])([O-])=O.[K+].[K+]>CCO>[OH:4][C:5]1[CH:6]=[C:7]([C:20]([O:22][CH2:23][CH3:24])=[O:21])[CH:8]=[C:9]2[C:13]=1[N:12]([CH:14]1[CH2:19][CH2:18][CH2:17][CH2:16][O:15]1)[N:11]=[CH:10]2 |f:1.2.3|. Reported procedure: Ethyl 7-(acetyloxy)-1-(tetrahydro-2H-pyran-2-yl)-1H-indazole-5-carboxylate (6 g, 0.018 mol) was dissolved in EtOH (100 mL) and K2CO3 (7 g, 0.05 mol) was added. The reaction mixture was heated at reflux over a period of 6 hours and evaporated. The residue was treated with water (150 mL), and the product was extracted with EtOAc (3×50 mL). The combined extracts were evaporated and the residue was purified by chromatography (EtOAc/hexane, 1:4) to afford ethyl 7-hydroxy-1-(tetrahydro-2H-pyran-2-yl)-... Reactants: N(=[N+]=[N-])C=1C=C(C(=O)NC2=C(C(=CC(=C2)C(C)(C)C)NS(=O)(=O)C)OC)C=CC1 (3-azido-N-(5-tert-butyl-3-methanesulfonylamino-2-methoxy-phenyl)-benzamide), C(#C)C=1C=NC=CC1 (3-ethynyl pyridine). Product: C(C)(C)(C)C=1C=C(C(=C(C1)NC(C1=CC(=CC=C1)N1N=NC(=C1)C=1C=NC=CC1)=O)OC)NS(=O)(=O)C (N-(5-tert-Butyl-3-methanesulfonylamino-2-methoxy-phenyl)-3-(4-pyridin-3-yl-[1,2,3]triazol-1-yl)-benzamide). Reaction SMILES: [N:1]([C:4]1[CH:5]=[C:6]([CH:27]=[CH:28][CH:29]=1)[C:7]([NH:9][C:10]1[CH:15]=[C:14]([C:16]([CH3:19])([CH3:18])[CH3:17])[CH:13]=[C:12]([NH:20][S:21]([CH3:24])(=[O:23])=[O:22])[C:11]=1[O:25][CH3:26])=[O:8])=[N+:2]=[N-:3].[C:30]([C:32]1[CH:33]=[N:34][CH:35]=[CH:36][CH:37]=1)#[CH:31]>>[C:16]([C:14]1[CH:13]=[C:12]([NH:20][S:21]([CH3:24])(=[O:22])=[O:23])[C:11]([O:25][CH3:26])=[C:10]([NH:9][C:7](=[O:8])[C:6]2[CH:27]=[CH:28][CH:29]=[C:4]([N:1]3[CH:31]=[C:30]([C:32]4[CH:33]=[N:34][CH:35]=[CH:36][CH:37]=4)[N:3]=[N:2]3)[CH:5]=2)[CH:15]=1)([CH3:17])([CH3:18])[CH3:19]. Reported procedure: Example 16 was prepared from 3-azido-N-(5-tert-butyl-3-methanesulfonylamino-2-methoxy-phenyl)-benzamide and 3-ethynyl pyridine in the same manner as Example 15. ESI MS m/z 521 [C26H28N6O4S+H]+. Starting materials: NC1(CCCC1)C(=O)O (aminocyclopentanecarboxylic acid), ClC(=O)OCC1=CC=CC=2C3=CC=CC=C3CC12 (fluorenylmethyl chloroformate). The solvent is ice water. Conditions: time 8 hour. Product: C1=CC=CC=2C3=CC=CC=C3C(C12)COC(=O)NC1(CCCC1)C(=O)O (1-(9H-Fluoren-9-ylmethoxycarbonylamino)-cyclopentane carboxylic acid). The yield is 16.6%. Reaction SMILES: [NH2:1][C:2]1([C:7]([OH:9])=[O:8])[CH2:6][CH2:5][CH2:4][CH2:3]1.Cl[C:11]([O:13][CH2:14][C:15]1[C:27]2[CH2:26][C:25]3[C:20](=[CH:21][CH:22]=[CH:23][CH:24]=3)[C:19]=2[CH:18]=[CH:17][CH:16]=1)=[O:12]>>[CH:23]1[C:24]2[CH:15]([CH2:14][O:13][C:11]([NH:1][C:2]3([C:7]([OH:9])=[O:8])[CH2:6][CH2:5][CH2:4][CH2:3]3)=[O:12])[C:16]3[C:26](=[CH:27][CH:19]=[CH:18][CH:17]=3)[C:25]=2[CH:20]=[CH:21][CH:22]=1. Procedure details: To a chilled (ice bath) suspension of aminocyclopentanecarboxylic acid (1.05 g, 8.13 mmol) in alumina-filtered dioxane (8 mL) was added 10% Na2CO3 (16.5 mL). The reaction mixture became clearer (but not completely clear) after 10% Na2CO3 was added. A solution of a fluorenylmethyl chloroformate (2.11 g, 8.16 mmol in 12 mL dioxane) was then slowly added to the reaction mixture, which became (and remained) cloudy. The reaction mixture was allowed to warm to room temperature (~20° C.) and was stirre... The reactants are C(C1=CC=CC=C1)N1N=C(C2=CC=CC=C12)C(=O)NC(C=C(Cl)Cl)C (3-(1-benzylindazole-3-carboxamido)-1,1-dichloro-but-1-ene), C[O-].[Na+] (sodium methylate), crude mixture. The solvent is CN1C(CCC1)=O (N-methylpyrrolidone). The product is C(C1=CC=CC=C1)N1N=C(C2=CC=CC=C12)C=1OC(=C(N1)C)COC (2-(1-benzylindazol-3-yl)-5-methoxymethyl-4-methyloxazole). Yield: 40.3%. RXN SMILES: [CH2:1]([N:8]1[C:16]2[C:11](=[CH:12][CH:13]=[CH:14][CH:15]=2)[C:10]([C:17]([NH:19][CH:20]([CH3:25])[CH:21]=[C:22](Cl)Cl)=[O:18])=[N:9]1)[C:2]1[CH:7]=[CH:6][CH:5]=[CH:4][CH:3]=1.[CH3:26][O-:27].[Na+]>CN1CCCC1=O>[CH2:1]([N:8]1[C:16]2[C:11](=[CH:12][CH:13]=[CH:14][CH:15]=2)[C:10]([C:17]2[O:18][C:21]([CH2:22][O:27][CH3:26])=[C:20]([CH3:25])[N:19]=2)=[N:9]1)[C:2]1[CH:7]=[CH:6][CH:5]=[CH:4][CH:3]=1 |f:1.2|. Reported procedure: 100 mg of 3-(1-benzylindazole-3-carboxamido)-1,1-dichloro-but-1-ene (0.267 mmol) and 29 mg of sodium methylate were stirred in 0.5 ml of N-methylpyrrolidone at 100° C. under argon overnight. The crude mixture was cooled and purified directly by column chromatography (SiO2, cyclohexane:ethyl acetate 3:1). 35.9 mg (40%) of 2-(1-benzylindazol-3-yl)-5-methoxymethyl-4-methyloxazole were isolated as a yellowish oil. Reactants: N1CCC(CC1)C1=CC=C(C(=O)NC2=C(C=CC=C2)NC(OC(C)(C)C)=O)C=C1 (tert-butyl 2-[(4-piperidin-4-ylbenzoyl)amino]phenylcarbamate), CN1N=C(C(=C1C)C=O)C (1,3,5-trimethyl-1H-pyrazole-4-carbaldehyde). Product: NC1=C(C=CC=C1)NC(C1=CC=C(C=C1)C1CCN(CC1)CC=1C(=NN(C1C)C)C)=O (N-(2-Aminophenyl)-4-{1-[(1,3,5-trimethyl-1H-pyrazol-4-yl)methyl]piperidin-4-yl}benzamide). The yield is 32.9%. RXN SMILES: [NH:1]1[CH2:6][CH2:5][CH:4]([C:7]2[CH:29]=[CH:28][C:10]([C:11]([NH:13][C:14]3[CH:19]=[CH:18][CH:17]=[CH:16][C:15]=3[NH:20]C(=O)OC(C)(C)C)=[O:12])=[CH:9][CH:8]=2)[CH2:3][CH2:2]1.[CH3:30][N:31]1[C:35]([CH3:36])=[C:34]([CH:37]=O)[C:33]([CH3:39])=[N:32]1>>[NH2:20][C:15]1[CH:16]=[CH:17][CH:18]=[CH:19][C:14]=1[NH:13][C:11](=[O:12])[C:10]1[CH:9]=[CH:8][C:7]([CH:4]2[CH2:5][CH2:6][N:1]([CH2:37][C:34]3[C:33]([CH3:39])=[N:32][N:31]([CH3:30])[C:35]=3[CH3:36])[CH2:2][CH2:3]2)=[CH:29][CH:28]=1. Reported procedure: Using an analogous procedure to that described in Example 5, tert-butyl 2-[(4-piperidin-4-ylbenzoyl)amino]phenylcarbamate (prepared as described in Method 1 below; 200 mg, 0.51 mmol) was reacted with 1,3,5-trimethyl-1H-pyrazole-4-carbaldehyde (83.5 mg, 0.60 mmol) to give the title compound (70 mg, 56%); NMR Spectrum: (DMSO d6) δ 1.65 (m, 2H), 1.77 (m, 2H), 1.98 (m, 2H), 2.09 (s, 3H), 2.18 (s, 3H), 2.57 (m, 1H), 2.92 (m, 2H), 3.24 (s, 2H), 3.63 (s, 3H), 4.86 (br s, 2H), 6.60 (m, 1H), 6.78 (d, 1H)... Reported procedure: A solution of 0.6 g (1.7 mmol) of 3-carboethoxy-8-(2,6-dimethyl-4-fluorobenzylamino)-2-methylimidazo[1,2-a]pyridine in 30 ml toluene was cold with ice-water. Red-l 65% 2.1 g (6.6 mmol) in toluene was added during 30 min. The solution was stirred 1 h at rt. 25 ml of Rochelle-salt solution, (35 g sodium potassium tartrate tetrahydrate/250 ml water) was added dropwise and the organic layer was separated. The water layer was washed with methylene chloride which was separated. The combined organic so... Reaction SMILES: [C:1]([C:6]1[N:10]2[CH:11]=[CH:12][CH:13]=[C:14]([NH:15][CH2:16][C:17]3[C:22]([CH3:23])=[CH:21][C:20]([F:24])=[CH:19][C:18]=3[CH3:25])[C:9]2=[N:8][C:7]=1[CH3:26])(OCC)=[O:2].O.O.O.O.C(C(C(C([O-])=O)O)O)([O-])=O.[K+].[Na+]>C1(C)C=CC=CC=1>[CH3:23][C:22]1[CH:21]=[C:20]([F:24])[CH:19]=[C:18]([CH3:25])[C:17]=1[CH2:16][NH:15][C:14]1[C:9]2[N:10]([C:6]([CH2:1][OH:2])=[C:7]([CH3:26])[N:8]=2)[CH:11]=[CH:12][CH:13]=1 |f:1.2.3.4.5.6.7|. The yield is 79.0%. The product is CC1=C(CNC=2C=3N(C=CC2)C(=C(N3)C)CO)C(=CC(=C1)F)C (8-(2,6-dimethyl-4-fluorobenzylamino)-3-hydroxymethyl-2-methylimidazo[1,2-a]pyridine). The solvent is C1(=CC=CC=C1)C (toluene), C1(=CC=CC=C1)C (toluene). Starting materials: C(=O)(OCC)C1=C(N=C2N1C=CC=C2NCC2=C(C=C(C=C2C)F)C)C (3-carboethoxy-8-(2,6-dimethyl-4-fluorobenzylamino)-2-methylimidazo[1,2-a]pyridine), ice water, Rochelle-salt, O.O.O.O.C(=O)([O-])C(O)C(O)C(=O)[O-].[K+].[Na+] (sodium potassium tartrate tetrahydrate). Conditions: time 1 hour.